Dataset: the Open Reaction Database (ORD), a public repository of structured organic reaction records. Task: describe an organic reaction: reactants, conditions, products, and yield Starting materials: ClC=1N=C(C2=C(N1)SC(=C2)CN2CCN(CC2)S(=O)(=O)C)N2CCOCC2 (2-Chloro-6-(4-methanesulfonyl-piperazin-1-ylmethyl)-4-morpholin-4-yl-thieno[2,3-d]pyrimidine), CC1=NC(=NC=C1B1OC(C(O1)(C)C)(C)C)N (4-methyl-5-(4,4,5,5-tetramethyl (1,3,2-dioxaborolan-2-yl))pyrimidine-2-ylamine). Yields the product CC1=NC(=NC=C1C=1N=C(C2=C(N1)SC(=C2)CN2CCN(CC2)S(=O)(=O)C)N2CCOCC2)N (4-Methyl-5-(6-((4-(methylsulfonyl)piperazin-1-yl)methyl)-4-morpholinothieno[2,3-d]pyrimidin-2-yl)pyrimidin-2-amine). As a reaction SMILES: Cl[C:2]1[N:3]=[C:4]([N:22]2[CH2:27][CH2:26][O:25][CH2:24][CH2:23]2)[C:5]2[CH:10]=[C:9]([CH2:11][N:12]3[CH2:17][CH2:16][N:15]([S:18]([CH3:21])(=[O:20])=[O:19])[CH2:14][CH2:13]3)[S:8][C:6]=2[N:7]=1.[CH3:28][C:29]1[C:34](B2OC(C)(C)C(C)(C)O2)=[CH:33][N:32]=[C:31]([NH2:44])[N:30]=1>>[CH3:28][C:29]1[C:34]([C:2]2[N:3]=[C:4]([N:22]3[CH2:27][CH2:26][O:25][CH2:24][CH2:23]3)[C:5]3[CH:10]=[C:9]([CH2:11][N:12]4[CH2:17][CH2:16][N:15]([S:18]([CH3:21])(=[O:20])=[O:19])[CH2:14][CH2:13]4)[S:8][C:6]=3[N:7]=2)=[CH:33][N:32]=[C:31]([NH2:44])[N:30]=1. Reported procedure: 2-Chloro-6-(4-methanesulfonyl-piperazin-1-ylmethyl)-4-morpholin-4-yl-thieno[2,3-d]pyrimidine (300 mg), prepared according to General Procedure B-3, was coupled to 4-methyl-5-(4,4,5,5-tetramethyl (1,3,2-dioxaborolan-2-yl))pyrimidine-2-ylamine via General Procedure A to yield 36.1 mg of 348. MS (Q1) 505.2 (M)+.